From a dataset of the Open Reaction Database (ORD), a public repository of structured organic reaction records. describe an organic reaction: reactants, conditions, products, and yield The product is C1(=CC=CC=C1)N(C1=CC=CC=C1)C1=CC=C(C=O)C=C1 (4-(N,N-diphenylamino) benzaldehyde). Isolated yield 78.4%. Procedure: Phosphorus oxychloride (MW 153, 0.129M, 19.7 g) was added dropwise to dimethylformamide ("DMF") (MW 73, 0.774M, 56.5 g) maintaining the temperature at <10° C. with external cooling. Triphenylamine (MW 245, 0.129M, 31.5 g) was added and the reaction mixture stirred at 100° C. for 1 hour. After cooling to room temperature and pouring into water (500 ml), the suspension was neutralised to pH 6 with saturated sodium acetate solution. The suspension was filtered off and washed with water, then rediss... Reaction conditions: temperature 100 celsius, time 1 hour. Starting materials: C(C)(=O)[O-].[Na+] (sodium acetate), P(=O)(Cl)(Cl)Cl (Phosphorus oxychloride), CN(C=O)C (dimethylformamide), C1(=CC=CC=C1)N(C1=CC=CC=C1)C1=CC=CC=C1 (Triphenylamine). Reaction SMILES: P(Cl)(Cl)(Cl)=O.CN(C)[CH:8]=[O:9].[C:11]1([N:17]([C:24]2[CH:29]=[CH:28][CH:27]=[CH:26][CH:25]=2)[C:18]2[CH:23]=[CH:22][CH:21]=[CH:20][CH:19]=2)[CH:16]=[CH:15][CH:14]=[CH:13][CH:12]=1.C([O-])(=O)C.[Na+]>O>[C:24]1([N:17]([C:11]2[CH:12]=[CH:13][C:14]([CH:8]=[O:9])=[CH:15][CH:16]=2)[C:18]2[CH:23]=[CH:22][CH:21]=[CH:20][CH:19]=2)[CH:25]=[CH:26][CH:27]=[CH:28][CH:29]=1 |f:3.4|. The solvent is O (water).